This data is from the Open Reaction Database (ORD), a public repository of structured organic reaction records. The task is: describe an organic reaction: reactants, conditions, products, and yield Reactants: COC1=C2C(CC(C2=CC(=C1OC)OC)=O)C1=CC(=C(C(=C1)OC)OC)OC (4,5,6-trimethoxy-3-(3,4,5-trimethoxyphenyl)-indan-1-one), Cl (HCl), COC1=C2C(CC(C2=CC(=C1OC)OC)=O)C1=CC(=C(C(=C1)OC)OC)OC (4,5,6-trimethoxy-3-(3,4,5-trimethoxyphenyl)-indan-1-one), C1OC=2C=C(C=O)C=CC2O1 (3,4-methylenedioxybenzaldehyde). Solvent: [OH-].[K+] (potassium hydroxide), O (water). Conditions: temperature 30 celsius, time 1 hour. Yields the product COC1=C2CCC(C2=CC(=C1OC)OC)=O (4,5,6-trimethoxyindanone). The yield is 180.4%. As a reaction SMILES: [CH3:1][O:2][C:3]1[C:11]([O:12][CH3:13])=[C:10]([O:14][CH3:15])[CH:9]=[C:8]2[C:4]=1[CH:5](C1C=C(OC)C(OC)=C(OC)C=1)[CH2:6][C:7]2=[O:16].C1OC2C=CC(C=O)=CC=2O1.Cl>[OH-].[K+].O>[CH3:1][O:2][C:3]1[C:11]([O:12][CH3:13])=[C:10]([O:14][CH3:15])[CH:9]=[C:8]2[C:4]=1[CH2:5][CH2:6][C:7]2=[O:16] |f:3.4|. Procedure details: 4,5,6-trimethoxy-3-(3,4,5-trimethoxyphenyl)-indan-1-one (formula 7, 250 mg) was taken in 2.5% methanolic potassium hydroxide (10 mL). To this stirred solution 3,4-methylenedioxybenzaldehyde (100 mg) was added and further stirred at room temperature at 30° C. for 1 hour. On completion, the reaction mixture was diluted with water, acidified with dil. HCl and extracted with ethyl acetate. The organic layer was washed with water, dried over anhydrous sodium sulphate and evaporated to get a residue. ... Reactants: Cc1cc(Br)ccc1N, CCOc1c(Nc2ccccc2O)c(=O)c1=O, CS(C)=O. Yields the product Cc1cc(Br)ccc1Nc1c(Nc2ccccc2O)c(=O)c1=O. As a reaction SMILES: [Br:18][c:19]1[cH:20][c:21]([CH3:26])[c:22]([NH2:23])[cH:24][cH:25]1.[CH2:1]([O:2][c:4]1[c:5](=[O:17])[c:6](=[O:16])[c:7]1[NH:8][c:9]1[c:10]([OH:15])[cH:11][cH:12][cH:13][cH:14]1)[CH3:3].[CH3:27][S:28]([CH3:29])=[O:30]>>[c:4]1([NH:23][c:22]2[c:21]([CH3:26])[cH:20][c:19]([Br:18])[cH:25][cH:24]2)[c:5](=[O:17])[c:6](=[O:16])[c:7]1[NH:8][c:9]1[c:10]([OH:15])[cH:11][cH:12][cH:13][cH:14]1. Starting materials: NC1=C(C=C(C=C1C)C1=NC2=CC(=CC(=C2C(N1)=O)OC)OC)C (2-(4-amino-3,5-dimethylphenyl)-5,7-dimethoxyquinazolin-4(3H)-one), C(C)(C)N(CC)C(C)C (diisopropylethylamine), CS(=O)(=O)Cl (methanesulfonyl chloride). Run in CCOC(=O)C (EtOAc), CN(C)C=O (DMF). Conditions: time 18 hour. Product: COC1=C2C(NC(=NC2=CC(=C1)OC)C1=CC(=C(C(=C1)C)/N=C/N(C)C)C)=O ((E)-N′-(4-(5,7-dimethoxy-4-oxo-3,4-dihydroquinazolin-2-yl)-2,6-dimethylphenyl)-N,N-dimethylformimidamide). The yield is 44.7%. Reaction SMILES: [NH2:1][C:2]1[C:7]([CH3:8])=[CH:6][C:5]([C:9]2[NH:18][C:17](=[O:19])[C:16]3[C:11](=[CH:12][C:13]([O:22][CH3:23])=[CH:14][C:15]=3[O:20][CH3:21])[N:10]=2)=[CH:4][C:3]=1[CH3:24].[CH:25]([N:28]([CH:31](C)C)[CH2:29]C)(C)C.CS(Cl)(=O)=O>CN(C=O)C.CCOC(C)=O>[CH3:21][O:20][C:15]1[CH:14]=[C:13]([O:22][CH3:23])[CH:12]=[C:11]2[C:16]=1[C:17](=[O:19])[NH:18][C:9]([C:5]1[CH:6]=[C:7]([CH3:8])[C:2](/[N:1]=[CH:25]/[N:28]([CH3:31])[CH3:29])=[C:3]([CH3:24])[CH:4]=1)=[N:10]2. Procedure: To a solution of 2-(4-amino-3,5-dimethylphenyl)-5,7-dimethoxyquinazolin-4(3H)-one (0.096 g, 0.295 mmol) and diisopropylethylamine (61.7 μL, 0.354 mmol), in DMF (2.96 mL) was added dropwise methanesulfonyl chloride (25.2 μL, 0.325 mmol). After stirring at room temperature for 18 h, the mixture was diluted with EtOAc (300 mL), washed with saturated aqueous sodium bicarbonate (2×75 mL), saturated aqueous LiCl (2×75 mL), dried over sodium sulfate, filtered and concentrated under vacuum. The residue ... The reactants are ClC=1C=CC(=C(C1)C1=CC(N(C=C1)C(C(=O)NC1=CC=C2C(N(N(C2=C1)C(=O)OC(C)(C)C)C)=O)C)=O)C#N (tert-Butyl 6-({2-[4-(5-chloro-2-cyanophenyl)-2-oxopyridin-1(2H)-yl]propanoyl}amino)-2-methyl-3-oxo-2,3-dihydro-1H-indazole-1-carboxylate), C(=O)(C(F)(F)F)O (TFA). Reaction SMILES: [Cl:1][C:2]1[CH:3]=[CH:4][C:5]([C:38]#[N:39])=[C:6]([C:8]2[CH:13]=[CH:12][N:11]([CH:14]([CH3:36])[C:15]([NH:17][C:18]3[CH:26]=[C:25]4[C:21]([C:22](=[O:35])[N:23]([CH3:34])[N:24]4C(OC(C)(C)C)=O)=[CH:20][CH:19]=3)=[O:16])[C:10](=[O:37])[CH:9]=2)[CH:7]=1.C(O)(C(F)(F)F)=O>>[Cl:1][C:2]1[CH:3]=[CH:4][C:5]([C:38]#[N:39])=[C:6]([C:8]2[CH:13]=[CH:12][N:11]([CH:14]([CH3:36])[C:15]([NH:17][C:18]3[CH:26]=[C:25]4[C:21]([C:22](=[O:35])[N:23]([CH3:34])[NH:24]4)=[CH:20][CH:19]=3)=[O:16])[C:10](=[O:37])[CH:9]=2)[CH:7]=1. Product: ClC=1C=CC(=C(C1)C1=CC(N(C=C1)C(C(=O)NC1=CC=C2C(N(NC2=C1)C)=O)C)=O)C#N (2-[4-(5-Chloro-2-cyanophenyl)-2-oxopyridin-1(2H)-yl]-N-(2-methyl-3-oxo-2,3-dihydro-1H-indazol-6-yl)propanamide). Procedure: 75 mg (0.14 mmol) of tert-butyl 6-({2-[4-(5-chloro-2-cyanophenyl)-2-oxopyridin-1(2H)-yl]propanoyl}amino)-2-methyl-3-oxo-2,3-dihydro-1H-indazole-1-carboxylate (racemate) (Example 2.7A) were hydrolysed with TFA according to General Method 2. Yield: 37 mg (60% of theory)